Dataset: the Open Reaction Database (ORD), a public repository of structured organic reaction records. Task: describe an organic reaction: reactants, conditions, products, and yield Reactants: [N+](=O)([O-])C1=CC=C(C=C1)OC([C@@H](NC(=O)OC(C)(C)C)CC1=CC=CC=C1)=O (N-tert-butoxycarbonyl-L-phenylalanine p-nitrophenyl ester), N1CCOCC1 (morpholine). Product: N1(CCOCC1)C(=O)N.C(C)(C)(C)OC(=O)N[C@@H](CC1=CC=CC=C1)C(=O)O (N-tert-Butoxycarbonyl-L-phenylalanine morpholinoamide). As a reaction SMILES: [N+](C1C=[CH:8][C:7]([O:10][C:11](=[O:28])[C@H:12]([CH2:21][C:22]2[CH:27]=[CH:26][CH:25]=[CH:24][CH:23]=2)[NH:13][C:14]([O:16][C:17]([CH3:20])([CH3:19])[CH3:18])=[O:15])=CC=1)([O-])=O.[NH:29]1CCOCC1>>[N:13]1([C:14]([NH2:29])=[O:16])[CH2:12][CH2:11][O:10][CH2:7][CH2:8]1.[C:17]([O:16][C:14]([NH:13][C@H:12]([C:11]([OH:28])=[O:10])[CH2:21][C:22]1[CH:27]=[CH:26][CH:25]=[CH:24][CH:23]=1)=[O:15])([CH3:20])([CH3:18])[CH3:19] |f:2.3|. Reported procedure: N-tert-Butoxycarbonyl-L-phenylalanine morpholinoamide was prepared following the procedure of Example 25 Step (a) starting from N-tert-butoxycarbonyl-L-phenylalanine p-nitrophenyl ester and morpholine. Reaction SMILES: [NH2:1][C:2]1[CH:31]=[CH:30][CH:29]=[CH:28][C:3]=1[C:4]([C:6]1[C:11]([NH:12][S:13]([C:16]2[CH:21]=[CH:20][C:19]([Cl:22])=[C:18]([C:23]([F:26])([F:25])[F:24])[CH:17]=2)(=[O:15])=[O:14])=[CH:10][C:9]([Cl:27])=[CH:8][N:7]=1)=[O:5].[CH3:32][S:33](Cl)(=[O:35])=[O:34].Cl.CCCC[N+](CCCC)(CCCC)CCCC.[F-]>N1C=CC=CC=1.C1COCC1>[Cl:22][C:19]1[CH:20]=[CH:21][C:16]([S:13]([NH:12][C:11]2[C:6]([C:4](=[O:5])[C:3]3[CH:28]=[CH:29][CH:30]=[CH:31][C:2]=3[NH:1][S:33]([CH3:32])(=[O:35])=[O:34])=[N:7][CH:8]=[C:9]([Cl:27])[CH:10]=2)(=[O:15])=[O:14])=[CH:17][C:18]=1[C:23]([F:26])([F:25])[F:24] |f:3.4|. Reactants: NC1=C(C(=O)C2=NC=C(C=C2NS(=O)(=O)C2=CC(=C(C=C2)Cl)C(F)(F)F)Cl)C=CC=C1 (N-[2-(2-amino-benzoyl)-5-chloro-pyridin-3-yl]-4-chloro-3-trifluoromethyl-benzenesulfonamide), CS(=O)(=O)Cl (methane sulfonyl chloride), CCCC[N+](CCCC)(CCCC)CCCC.[F-] (TBAF), Cl (HCl). The solvent is N1=CC=CC=C1 (pyridine), C1CCOC1 (THF). Conditions: time 2 hour. The product is ClC1=C(C=C(C=C1)S(=O)(=O)NC=1C(=NC=C(C1)Cl)C(C1=C(C=CC=C1)NS(=O)(=O)C)=O)C(F)(F)F (4-Chloro-N-[5-chloro-2-(2-methanesulfonylamino-benzoyl)-pyridin-3-yl]-3-trifluoromethyl-benzenesulfonamide). Reported procedure: To a solution of N-[2-(2-amino-benzoyl)-5-chloro-pyridin-3-yl]-4-chloro-3-trifluoromethyl-benzenesulfonamide (24 mg, 0.048 mmol) in anhydrous pyridine (1 mL) was added methane sulfonyl chloride (9 mg, 0.075 mmol). The resulting mixture was stirred at room temperature for 2 h was poured into 1 M HCl and extracted with EtOAc. The extracts were concentrated under reduced pressure and the residues was purified by flash column chromatography to trissulfonamide Mass spectrum m/z: 515.0 (M+H). To this ... The reactants are C(Cl)Cl (CH2Cl2), [Br-].C1(CCC1)[Zn+] (Cyclobutylzinc(II) bromide), BrC1=CC(=C(C(=O)OC)C=C1)C (methyl 4-bromo-2-methylbenzoate), BrC1=CC(=C(C(=O)OC)C=C1)C (methyl 4-bromo-2-methylbenzoate). Reagents/catalysts: C1=CC=C(C=C1)P([C-]2C=CC=C2)C3=CC=CC=C3.C1=CC=C(C=C1)P([C-]2C=CC=C2)C3=CC=CC=C3.Cl[Pd]Cl.[Fe+2] (PdCl2(dppf)). Conditions: temperature 65 celsius. The product is C1(CCC1)C1=CC(=C(C(=O)OC)C=C1)C (Methyl 4-cyclobutyl-2-methylbenzoate). Yield: 88.4%. RXN SMILES: [Br-].[CH:2]1([Zn+])[CH2:5][CH2:4][CH2:3]1.Br[C:8]1[CH:17]=[CH:16][C:11]([C:12]([O:14][CH3:15])=[O:13])=[C:10]([CH3:18])[CH:9]=1.C(Cl)Cl>C1C=CC(P(C2C=CC=CC=2)[C-]2C=CC=C2)=CC=1.C1C=CC(P(C2C=CC=CC=2)[C-]2C=CC=C2)=CC=1.Cl[Pd]Cl.[Fe+2]>[CH:2]1([C:8]2[CH:17]=[CH:16][C:11]([C:12]([O:14][CH3:15])=[O:13])=[C:10]([CH3:18])[CH:9]=2)[CH2:5][CH2:4][CH2:3]1 |f:0.1,4.5.6.7|. Procedure: Cyclobutylzinc(II) bromide (50 mL, 0.5 M in THF, 25.0 mmol) was added to a mixture of methyl 4-bromo-2-methylbenzoate (compound 6.1, 5.2 g, 22.7 mmol) and PdCl2(dppf).CH2Cl2 (1.85 g, 2.27 mmol). The mixture was degassed and the flask was filled with argon through a balloon. The mixture was heated at 65° C. under argon for 24 hours, then cooled to 0° C. and carefully quenched with water (10 mL). The mixture was diluted with EtOAc (200 mL) and washed with water then brine, dried (Na2SO4), filtered... Reactants: Mg, BrC1=C(CBr)C=CC=C1 (2-bromobenzylbromide), II (iodine). Solvent: C1CCOC1 (THF). Run at time 20 hour. Product: BrC(CC1=CC=CC=C1)C1=C(C=CC=C1)Br (2,2′-dibromo-1,2-diphenylethane). Isolated yield 38.2%. Reaction SMILES: [Br:1][C:2]1[CH:9]=[CH:8][CH:7]=[CH:6][C:3]=1[CH2:4][Br:5].II>C1COCC1>[Br:5][CH:4]([C:3]1[CH:6]=[CH:7][CH:8]=[CH:9][C:2]=1[Br:1])[CH2:4][C:3]1[CH:6]=[CH:7][CH:8]=[CH:9][CH:2]=1. Reported procedure: 200 g (0.8 mol) of 2-bromobenzylbromide and 800 ml of dry THF were placed in a 2 L round bottom flask equipped with mechanical stirrer. Keeping this mixture at 20° C., 9.8 g of Mg (0.4 mol) was added in small portions. The reaction was started with a trace of iodine and stirred for 20 h. Workup was done by decanting the organic layer from the salts and washing the salts with 4 portions of 50 ml THF. The organic layers were combined and concentrated in vacuo. The resulting solid was dissolved in ...